This data is from the Open Reaction Database (ORD), a public repository of structured organic reaction records. The task is: describe an organic reaction: reactants, conditions, products, and yield Reactants: BrC=1C=C(C(=O)N)C=CC1 (3-bromobenzoic acid amide), C1(=CC=CC=C1)C (toluene), C(=O)([O-])[O-].[Na+].[Na+] (Na2CO3), COC=1C=C(C=CC1)B(O)O (3-methoxyphenylboronic acid). The reagents and catalysts are C=1C=CC(=CC1)[P](C=2C=CC=CC2)(C=3C=CC=CC3)[Pd]([P](C=4C=CC=CC4)(C=5C=CC=CC5)C=6C=CC=CC6)([P](C=7C=CC=CC7)(C=8C=CC=CC8)C=9C=CC=CC9)[P](C=1C=CC=CC1)(C=1C=CC=CC1)C=1C=CC=CC1 (Pd(PPh3)4). Solvent: O (H2O), CCO (EtOH). The product is COC=1C=C(C=CC1)C1=CC(=CC=C1)C(=O)N (3′-Methoxybiphenyl-3-carboxylic acid amide). Yield: 74.1%. Reaction SMILES: Br[C:2]1[CH:3]=[C:4]([CH:8]=[CH:9][CH:10]=1)[C:5]([NH2:7])=[O:6].C1(C)C=CC=CC=1.C([O-])([O-])=O.[Na+].[Na+].[CH3:24][O:25][C:26]1[CH:27]=[C:28](B(O)O)[CH:29]=[CH:30][CH:31]=1>O.CCO.C1C=CC([P]([Pd]([P](C2C=CC=CC=2)(C2C=CC=CC=2)C2C=CC=CC=2)([P](C2C=CC=CC=2)(C2C=CC=CC=2)C2C=CC=CC=2)[P](C2C=CC=CC=2)(C2C=CC=CC=2)C2C=CC=CC=2)(C2C=CC=CC=2)C2C=CC=CC=2)=CC=1>[CH3:24][O:25][C:26]1[CH:31]=[C:30]([C:2]2[CH:10]=[CH:9][CH:8]=[C:4]([C:5]([NH2:7])=[O:6])[CH:3]=2)[CH:29]=[CH:28][CH:27]=1 |f:2.3.4,^1:42,44,63,82|. Procedure details: To a stirred mixture 3-bromobenzoic acid amide (0.76 g; 3.8 mmol) and toluene (25 mL), Pd(PPh3)4 (0.180 g; 0.16 mmol), a solution of Na2CO3 (2.543 g; 24 mmol) in H2O (10 mL), and one of 3-methoxyphenylboronic acid (1.132 g; 7.45 mmol) in EtOH (10 mL) were added. The mixture was refluxed for 1 h under vigorous stirring, cooled, and the acqueous phase extracted with AcOEt. The combined organic layers were dried over Na2SO4 and concentrated. Purification of the residue by column chromatography (cyc... Reaction SMILES: [OH:1][C:2]1[C:11]2[C:6](=[CH:7][CH:8]=[CH:9][CH:10]=2)[O:5][C:4](=[O:12])[CH:3]=1.[C:13]1([CH:19]([C:21]2[CH:26]=[CH:25][CH:24]=[CH:23][CH:22]=2)O)[CH:18]=[CH:17][CH:16]=[CH:15][CH:14]=1.B(F)(F)F.CCOCC>O1CCOCC1.C(OCC)C>[OH:1][C:2]1[C:11]2[C:6](=[CH:7][CH:8]=[CH:9][CH:10]=2)[O:5][C:4](=[O:12])[C:3]=1[CH:19]([C:13]1[CH:18]=[CH:17][CH:16]=[CH:15][CH:14]=1)[C:21]1[CH:26]=[CH:25][CH:24]=[CH:23][CH:22]=1 |f:2.3|. The product is OC1=C(C(OC2=CC=CC=C12)=O)C(C1=CC=CC=C1)C1=CC=CC=C1 (4-Hydroxy-3-diphenylmethylcoumarin). Procedure: To a mixture of 324 mg of 4-hydroxycoumarin and 368 mg of commercially available diphenylcarbinol in 30 mL of dioxane is added 0.37 mL of boron trifluoride etherate. After 100 hours at room temperature the reaction solution is diluted with 40 mL of diethyl ether and washed with water. The organic phase is dried (magnesium sulfate) and concentrated under reduced pressure. The residue is flash column chromatographed with 20% to 80% ethyl acetate in hexanes to give 587 mg of the title product. Reactants: OC1=CC(OC2=CC=CC=C12)=O (4-hydroxycoumarin), C1(=CC=CC=C1)C(O)C1=CC=CC=C1 (diphenylcarbinol), B(F)(F)F.CCOCC (boron trifluoride etherate). Run in C(C)OCC (diethyl ether), O1CCOCC1 (dioxane). The reactants are C1(=CC=CC=C1)C(C)C (cumene), C1(\C=C/C(=O)O1)=O (maleic anhydride). Conditions: temperature 145 celsius, time 6 hour. Product: C1(=CC=CC=C1)C(C)C.C1(\C=C/C(=O)O1)=O (Cumene Maleic Anhydride). RXN SMILES: [C:1]1([CH:7]([CH3:9])[CH3:8])[CH:6]=[CH:5][CH:4]=[CH:3][CH:2]=1.[C:10]1(=[O:16])[O:15][C:13](=[O:14])[CH:12]=[CH:11]1>>[C:1]1([CH:7]([CH3:9])[CH3:8])[CH:6]=[CH:5][CH:4]=[CH:3][CH:2]=1.[C:13]1(=[O:14])[O:15][C:10](=[O:16])[CH:11]=[CH:12]1 |f:2.3|. Procedure: To a 500 ml round bottom flask fitted with a mechanical stirrer, thermometer, air inlet bubbler and reflux condenser was added 70.2 g (0.58 moles) of cumene and 8.0 g (0.08 moles) of maleic anhydride. The solution was sparged with air then heated to 145° C. to initiate maleic anhydride free radical formation and then stirred for 6 hr. GC samples were taken at 2, 4 and 6 hr. Reactants: NC(CC(=O)O)C1=CC(=C(C=C1)OC)OCC (3-amino-3-(3-ethoxy-4-methoxyphenyl)propionic acid), C(C)(=O)O (acetic acid). Product: O=C1N(CC2=CC=CC=C12)C(CC(=O)O)C1=CC(=C(C=C1)OC)OCC (3-(1-oxoisoindolin-2-yl)-3-(3-ethoxy-4-methoxyphenyl)propionic acid). Yield: 62.0%. RXN SMILES: [NH2:1][CH:2]([C:7]1[CH:12]=[CH:11][C:10]([O:13][CH3:14])=[C:9]([O:15][CH2:16][CH3:17])[CH:8]=1)[CH2:3][C:4]([OH:6])=[O:5].[C:18]([OH:21])(=O)[CH3:19]>>[O:21]=[C:18]1[C:19]2[C:8](=[CH:7][CH:2]=[CH:3][CH:4]=2)[CH2:9][N:1]1[CH:2]([C:7]1[CH:12]=[CH:11][C:10]([O:13][CH3:14])=[C:9]([O:15][CH2:16][CH3:17])[CH:8]=1)[CH2:3][C:4]([OH:6])=[O:5]. Reported procedure: A stirred mixture of phthalic dicarboxaldehyde (2.68 g, 20.0 mmol) and 3-amino-3-(3-ethoxy-4-methoxyphenyl)propionic acid (4.78 g, 20.0 mmol) in glacial acetic acid (50 mL) under nitrogen was heated to reflux for 5 minutes. The reaction mixture was then allowed to cool to room temperature and was concentrated in vacuo to afford a yellow solid. The crude product was recrystallized twice from refluxing ethanol (150 mL). The resulting solid was then dried in vacuo (60° C., <1 mm) to afford 4.4 g (6... Starting materials: N#Cc1ccc2c(c1)CC(NS(=O)(=O)c1ccccc1)CN2, O=C(Cl)c1cccc(Cl)c1. Product: N#Cc1ccc2c(c1)CC(NS(=O)(=O)c1ccccc1)CN2C(=O)c1cccc(Cl)c1. RXN SMILES: [C:1](#[N:2])[c:3]1[cH:4][c:5]2[c:10]([cH:11][cH:12]1)[NH:9][CH2:8][CH:7]([NH:13][S:14](=[O:15])(=[O:16])[c:17]1[cH:18][cH:19][cH:20][cH:21][cH:22]1)[CH2:6]2.[Cl:23][c:24]1[cH:25][c:26]([C:27](=[O:28])[Cl:29])[cH:30][cH:31][cH:32]1>>[C:1](#[N:2])[c:3]1[cH:4][c:5]2[c:10]([cH:11][cH:12]1)[N:9]([C:27]([c:26]1[cH:25][c:24]([Cl:23])[cH:32][cH:31][cH:30]1)=[O:28])[CH2:8][CH:7]([NH:13][S:14](=[O:15])(=[O:16])[c:17]1[cH:18][cH:19][cH:20][cH:21][cH:22]1)[CH2:6]2. Reactants: C[O-].[Na+] (sodium methoxide), CO (Methanol), [Na] (sodium), COC(CN(C=O)CC1=CC(=CC(=C1)F)F)=O (N-formyl-(3,5-difluorobenzyl)glycine methyl ester), C(=O)OC (methyl formate), Cl (Hydrochloric acid), [S-]C#N.[K+] (potassium thiocyanate). The solvent is O1CCCC1 (tetrahydrofuran), O (water). Run at time 30 minute. Yields the product COC(=O)C1=CN=C(N1CC1=CC(=CC(=C1)F)F)S (1-(3,5-difluorobenzyl)-2-mercaptoimidazole-5-carboxylic acid methyl ester). Reaction SMILES: CO.[Na].CO[C:6](=O)[CH2:7][N:8]([CH2:11][C:12]1[CH:17]=[C:16]([F:18])[CH:15]=[C:14]([F:19])[CH:13]=1)C=O.[CH:21]([O:23][CH3:24])=[O:22].C[O-].[Na+].Cl.[S-:29][C:30]#[N:31].[K+]>O1CCCC1.O>[CH3:24][O:23][C:21]([C:7]1[N:8]([CH2:11][C:12]2[CH:13]=[C:14]([F:19])[CH:15]=[C:16]([F:18])[CH:17]=2)[C:30]([SH:29])=[N:31][CH:6]=1)=[O:22] |f:4.5,7.8,^1:2|. Procedure: Methanol (1.54 ml, 0.0381 mole) was added to a suspension of sodium (0.876 g, 0.0381 mole) in dry tetrahydrofuran and the mixture stirred for 30 minutes. A solution of N-formyl-(3,5-difluorobenzyl)glycine methyl ester (8.50 g, 0.0349 mole) prepared as above in methyl formate (6.57 ml, 0.107 mole) was added dropwise to the sodium methoxide solution with cooling at 10° to 15° C. and the resulting mixture was stirred overnight at room temperature. The solvent was removed under vacuum and the residu...